Dataset: the Open Reaction Database (ORD), a public repository of structured organic reaction records. Task: describe an organic reaction: reactants, conditions, products, and yield Starting materials: N1C(=NC2=C1C=CC=C2)CCC(=O)OCC (ethyl 3-(1H-benzo[d]imidazol-2-yl)propanoate), [H-].[Na+] (sodium hydride), oil, C(C1=CC=CC=C1)Br (Benzyl bromide). Run in O1CCCC1 (tetrahydrofuran). Reaction conditions: temperature 0 celsius, time 20 minute. Yields the product C(C1=CC=CC=C1)N1C(=NC2=C1C=CC=C2)CCC(=O)OCC (ethyl 3-(1-benzyl-1H-benzo[d]imidazol-2-yl)propanoate). Yield: 82.2%. Reaction SMILES: [NH:1]1[C:5]2[CH:6]=[CH:7][CH:8]=[CH:9][C:4]=2[N:3]=[C:2]1[CH2:10][CH2:11][C:12]([O:14][CH2:15][CH3:16])=[O:13].[H-].[Na+].[CH2:19](Br)[C:20]1[CH:25]=[CH:24][CH:23]=[CH:22][CH:21]=1>O1CCCC1>[CH2:19]([N:1]1[C:5]2[CH:6]=[CH:7][CH:8]=[CH:9][C:4]=2[N:3]=[C:2]1[CH2:10][CH2:11][C:12]([O:14][CH2:15][CH3:16])=[O:13])[C:20]1[CH:25]=[CH:24][CH:23]=[CH:22][CH:21]=1 |f:1.2|. Procedure: To a stirred solution of ethyl 3-(1H-benzo[d]imidazol-2-yl)propanoate 6a (2.85 g, 13.1 mmol, 1.0 eq.) in tetrahydrofuran (100 mL) at 0° C., was added 60% sodium hydride in mineral oil (784 mg, 19.6 mmol, 1.5 eq.), and the reaction was stirred at 0° C. for 20 minutes. Benzyl bromide (4.47 g, 26.1 mmol, 2.0 eq.) was added at 0° C., and the reaction was stirred, with warming to room temperature, for 16 hours. The mixture was concentrated in vacuo and water (100 mL) was carefully added. The aqueous ... Reactants: O (water), C(C1=CC=CC=C1)(=O)OCC (Ethyl benzoate), C[O-].[Na+] (NaOMe), C(C)#N (Acetonitrile). The solvent is C(C)OCC (diethyl ether), CO (methanol). Run at temperature 80 celsius. Product: O=C(CC#N)C1=CC=CC=C1 (3-Oxo-3-phenylpropionitril). Reaction SMILES: [C:1]([O:9]CC)(=O)[C:2]1[CH:7]=[CH:6][CH:5]=[CH:4][CH:3]=1.C[O-].[Na+].[C:15](#[N:17])[CH3:16].O>CO.C(OCC)C>[O:9]=[C:1]([C:2]1[CH:3]=[CH:4][CH:5]=[CH:6][CH:7]=1)[CH2:16][C:15]#[N:17] |f:1.2|. Procedure: Ethyl benzoate (20 g, 133 mmol) and NaOMe (133 mmol, from 3 g Na) in methanol was mixed and heated with stirring to 80° C. until a homogeneous gelatinous mass had formed. Acetonitrile (6.8 g, 165 mmol) was then added slowly under the surface of this mass over a period of 30 min. The temperature was raised to 120° C. and heated at reflux for 24 h, and the reaction mixture was then cooled on an ice bath and treated with water and diethyl ether until the solid material had dissolved. The aqueous la...